Dataset: the Open Reaction Database (ORD), a public repository of structured organic reaction records. Task: describe an organic reaction: reactants, conditions, products, and yield Starting materials: [BH4-], CC(C)(C)OC(=O)N1CCC(C(=O)c2ccccc2)C1, CO, [Na+]. Product: CC(C)(C)OC(=O)N1CCC(C(O)c2ccccc2)C1. RXN SMILES: [BH4-:21].[C:1]([c:2]1[cH:3][cH:4][cH:5][cH:6][cH:7]1)(=[O:8])[CH:9]1[CH2:10][N:11]([C:14](=[O:15])[O:16][C:17]([CH3:18])([CH3:19])[CH3:20])[CH2:12][CH2:13]1.[CH3:23][OH:24].[Na+:22]>>[CH:1]([c:2]1[cH:3][cH:4][cH:5][cH:6][cH:7]1)([OH:8])[CH:9]1[CH2:10][N:11]([C:14](=[O:15])[O:16][C:17]([CH3:18])([CH3:19])[CH3:20])[CH2:12][CH2:13]1. The reactants are ClC=1C=CC(=C(N)C1)[N+](=O)[O-] (5-chloro-2-nitroaniline), [K] (potassium), C1(=CCCCC1)S (1-cyclohexene-1-thiol). Run in C(C)O (ethanol). Yields the product C1(=CCCCC1)SC=1C=CC(=C(C1)N)[N+](=O)[O-] (5-(1-Cyclohexen-1-ylthio)-2-nitrobenzene-amine). RXN SMILES: Cl[C:2]1[CH:3]=[CH:4][C:5]([N+:9]([O-:11])=[O:10])=[C:6]([CH:8]=1)[NH2:7].[K].[C:13]1([SH:19])[CH2:18][CH2:17][CH2:16][CH2:15][CH:14]=1>C(O)C>[C:13]1([S:19][C:2]2[CH:3]=[CH:4][C:5]([N+:9]([O-:11])=[O:10])=[C:6]([NH2:7])[CH:8]=2)[CH2:18][CH2:17][CH2:16][CH2:15][CH:14]=1 |^1:11|. Reported procedure: To a solution of 6.9 g (0.04 mole) of 5-chloro-2-nitroaniline in 50 ml of absolute ethanol there is added 6.0 g of the potassium salt of 1-cyclohexene-1-thiol [J. Praktische Chemie 34, 116 (1966)]. The mixture is heated on the steam bath for 0.5 hour, filtered and the filtrate is reduced in volume in vacuo. The resulting solid is filtered off and crystallized from absolute ethanol to yield 5.3 g, m.p. 100°-102°.